This data is from the Open Reaction Database (ORD), a public repository of structured organic reaction records. The task is: describe an organic reaction: reactants, conditions, products, and yield Starting materials: FC1=C(C=CC=C1)C=1OC2=C(N1)C=C(C=C2)CO ([2-(2-Fluoro-phenyl)-benzooxazol-5-yl]-methanol), ClCC=1C=CC2=C(N=C(O2)C2=CC(=CC=C2)F)C1 (5-Chloromethyl-2-(3-fluoro-phenyl)-benzooxazole). Product: ClCC=1C=CC2=C(N=C(O2)C2=C(C=CC=C2)F)C1 (5-Chloromethyl-2-(2-fluoro-phenyl)-benzooxazole). Reaction SMILES: [F:1][C:2]1[CH:7]=[CH:6][CH:5]=[CH:4][C:3]=1[C:8]1[O:9][C:10]2[CH:16]=[CH:15][C:14]([CH2:17]O)=[CH:13][C:11]=2[N:12]=1.[Cl:19]CC1C=CC2OC(C3C=CC=C(F)C=3)=NC=2C=1>>[Cl:19][CH2:17][C:14]1[CH:15]=[CH:16][C:10]2[O:9][C:8]([C:3]3[CH:4]=[CH:5][CH:6]=[CH:7][C:2]=3[F:1])=[N:12][C:11]=2[CH:13]=1. Reported procedure: Compound 75B was reacted in a manner analogous to Compound 69C to give the title product. MS m/z 262 (M+1). Reactants: O.S(=O)(=O)([O-])[O-].[Mn+2] (manganese sulfate monohydrate), Cl.CN(C)C (trimethylamine hydrochloride), C(CNC([S-])=S)NC([S-])=S.[Na+].[Na+] (sodium ethylene-bis-dithiocarbamate), CN(C([S-])=S)C.[Na+] (sodium dimethyldithiocarbamate). Run at time 0.5 hour. The product is C(CNC(S)=S)NC(S)=S.[Mn+2].C[NH+](C)C.CN(C(S)=S)C (Trimethylammonium Manganese Ethylene-bis-dithiocarbamic acid Dimethyldithiocarbamic acid). As a reaction SMILES: O.S([O-])([O-])(=O)=O.[Mn+2:7].[CH2:8]([NH:14][C:15](=[S:17])[S-:16])[CH2:9][NH:10][C:11](=[S:13])[S-:12].[Na+].[Na+].[CH3:20][N:21]([CH3:25])[C:22](=[S:24])[S-:23].[Na+].Cl.CN(C)C>>[CH2:8]([NH:14][C:15](=[S:16])[SH:17])[CH2:9][NH:10][C:11](=[S:12])[SH:13].[Mn+2:7].[CH3:20][NH+:21]([CH3:25])[CH3:22].[CH3:20][N:21]([CH3:25])[C:22](=[S:23])[SH:24] |f:0.1.2,3.4.5,6.7,8.9,10.11.12.13|. Reported procedure: A 100 ml. aqueous solution of 8.44g. (0.05 mole) of manganese sulfate monohydrate is added dropwise to a 3-necked flask. After 5-10 ml. of the solution has been added, a combined 100 ml. aqueous solution of 6.6g. of sodium ethylene-bis-dithiocarbamate (0.025 mole), 8.95g. of sodium dimethyldithiocarbamate (0.05 mole) and 9.5g. (0.1 mole) of trimethylamine hydrochloride is added simultaneously to the flask at the same rate as that of the metal salt solution. After the addition (ca 15 min.) the su... Starting materials: CCOC(=O)C1CCN(Cc2ccccc2)CC1, CCO, [Na+], [OH-]. The product is O=C([O-])C1CCN(Cc2ccccc2)CC1, [Na+]. Reaction SMILES: [CH2:1]([c:2]1[cH:3][cH:4][cH:5][cH:6][cH:7]1)[N:8]1[CH2:9][CH2:10][CH:11]([C:14](=[O:15])[O:16][CH2:17][CH3:18])[CH2:12][CH2:13]1.[CH3:21][CH2:22][OH:23].[Na+:20].[OH-:19]>>[CH2:1]([c:2]1[cH:3][cH:4][cH:5][cH:6][cH:7]1)[N:8]1[CH2:9][CH2:10][CH:11]([C:14](=[O:15])[O-:16])[CH2:12][CH2:13]1.[Na+:20]. Starting materials: [Br-], CCCCc1ccc(CCCC[Mg+])cc1, COc1ccccc1C1=NC(C)(C)CO1, C1CCOC1. Product: CCCCc1ccc(CCCCc2ccccc2C2=NC(C)(C)CO2)cc1. As a reaction SMILES: [Br-:1].[CH2:2]([CH2:3][CH2:4][CH3:5])[c:6]1[cH:7][cH:8][c:9]([CH2:12][CH2:13][CH2:14][CH2:15][Mg+:16])[cH:10][cH:11]1.[CH3:17][O:18][c:19]1[c:20]([C:25]2=[N:29][C:28]([CH3:30])([CH3:31])[CH2:27][O:26]2)[cH:21][cH:22][cH:23][cH:24]1.[O:32]1[CH2:33][CH2:34][CH2:35][CH2:36]1>>[CH2:2]([CH2:3][CH2:4][CH3:5])[c:6]1[cH:7][cH:8][c:9]([CH2:12][CH2:13][CH2:14][CH2:15][c:19]2[c:20]([C:25]3=[N:29][C:28]([CH3:30])([CH3:31])[CH2:27][O:26]3)[cH:21][cH:22][cH:23][cH:24]2)[cH:10][cH:11]1. Reactants: CC1=NNC(=C1I)C (3,5-dimethyl-4-iodopyrazole), C(C)OC(=O)[C@@H]1CC[C@@H](CC1)OS(=O)(=O)C1=CC=C(C=C1)C (cis-4-(toluene-4-sulfonyloxy)-cyclohexanecarboxylic acid ethyl ester), C(=O)([O-])[O-].[K+].[K+] (K2CO3), O1CCOCCOCCOCCOCCOCC1 (1,4,7,10,13,16-hexaoxacyclooctadecane), CN(C)C=O (DMF). Conditions: temperature 80 celsius. Yields the product IC=1C(=NN(C1C)[C@@H]1CC[C@H](CC1)C(=O)OCC)C (Ethyl trans-4-(4-iodo-3,5-dimethyl-1H-pyrazol-1-yl)cyclohexanecarboxylate). RXN SMILES: [CH3:1][C:2]1[C:6]([I:7])=[C:5]([CH3:8])[NH:4][N:3]=1.[CH2:9]([O:11][C:12]([C@H:14]1[CH2:19][CH2:18][C@@H:17](OS(C2C=CC(C)=CC=2)(=O)=O)[CH2:16][CH2:15]1)=[O:13])[CH3:10].C([O-])([O-])=O.[K+].[K+].O1CCOCCOCCOCCOCCOCC1.CN(C=O)C>>[I:7][C:6]1[C:2]([CH3:1])=[N:3][N:4]([C@H:17]2[CH2:18][CH2:19][C@H:14]([C:12]([O:11][CH2:9][CH3:10])=[O:13])[CH2:15][CH2:16]2)[C:5]=1[CH3:8] |f:2.3.4|. Procedure: A mixture of 3,5-dimethyl-4-iodopyrazole (300.0 mg, 1.351 mmol), cis-4-(toluene-4-sulfonyloxy)-cyclohexanecarboxylic acid ethyl ester (573.4 mg, 1.756 mmol), K2CO3 (373.5 mg, 2.702 mmol), 1,4,7,10,13,16-hexaoxacyclooctadecane (71.43 mg, 0.2702 mmol) and DMF (6 mL, 70 mmol) was heated to 80° C. overnight. The material was extracted with EtOAc, and washed with water (3×). The organic layer was dry-loaded onto silica gel for column chromatography, eluting with 10-20% EtOAc in hexanes. The fractions... The reactants are COC(=O)C1=CC=C(C=C1)N1C(=O)CCC2=CC=CC=C12 (1-(4-methoxycarbonylphenyl)-3,4-dihydrocarbostyril), [OH-].[Na+] (sodium hydroxide). Solvent: CO (methanol). Conditions: time 8 hour. Product: C(=O)(O)C1=CC=C(C=C1)N1C(=O)CCC2=CC=CC=C12 (1-(4-carboxyphenyl)-3,4-dihydrocarbostyril). The yield is 49.8%. RXN SMILES: C[O:2][C:3]([C:5]1[CH:10]=[CH:9][C:8]([N:11]2[C:21]3[C:16](=[CH:17][CH:18]=[CH:19][CH:20]=3)[CH2:15][CH2:14][C:12]2=[O:13])=[CH:7][CH:6]=1)=[O:4].[OH-].[Na+]>CO>[C:3]([C:5]1[CH:6]=[CH:7][C:8]([N:11]2[C:21]3[C:16](=[CH:17][CH:18]=[CH:19][CH:20]=3)[CH2:15][CH2:14][C:12]2=[O:13])=[CH:9][CH:10]=1)([OH:4])=[O:2] |f:1.2|. Procedure details: To a solution of 1-(4-methoxycarbonylphenyl)-3,4-dihydrocarbostyril (1.84 g) in methanol (40 ml) is added a 5% aqueous sodium hydroxide solution (20 ml) and the mixture is stirred at room temperature overnight. Methanol is distilled off under reduced pressure and to the residue is added water. After the solution is washed with dichloromethane, the aqueous layer is made acidic with concentrated hydrochloric acid and extracted with diethyl ether and dried over magnesium sulfate. The solvent is dis... Starting materials: CN(C)CCCN(C)c1ccc(C(C)(C)C)cc1[N+](=O)[O-], CO, [H][H], [Pd]. As a reaction SMILES: [C:1]([CH3:2])([CH3:3])([CH3:4])[c:5]1[cH:6][c:7]([N+:19]([O-:20])=[O:21])[c:8]([N:11]([CH2:12][CH2:13][CH2:14][N:15]([CH3:16])[CH3:17])[CH3:18])[cH:9][cH:10]1.[CH3:24][OH:25].[H:22][H:23].[Pd:26]>>[C:1]([CH3:2])([CH3:3])([CH3:4])[c:5]1[cH:6][c:7]([NH2:19])[c:8]([N:11]([CH2:12][CH2:13][CH2:14][N:15]([CH3:16])[CH3:17])[CH3:18])[cH:9][cH:10]1. The product is CN(C)CCCN(C)c1ccc(C(C)(C)C)cc1N.